Dataset: the Open Reaction Database (ORD), a public repository of structured organic reaction records. Task: describe an organic reaction: reactants, conditions, products, and yield Starting materials: COC1=C(C(=C(C(=C1C)C)OC)C)C(CCCCCC(=O)O)C=1C=NC=CC1 (7-(2,5-dimethoxy-3,4,6-trimethylphenyl)-7-(3-pyridyl)heptanoic acid), C([O-])(O)=O.[Na+] (sodium bicarbonate). Solvent: Br (hydrogen bromide). The product is CC1=C(C(C(=C(C1=O)C)C)=O)C(CCCCCC(=O)O)C=1C=NC=CC1 (7-(3,5,6-trimethyl-1,4-benzoquinon-2-yl)-7-(3-pyridyl)heptanoic acid). The yield is 86.6%. As a reaction SMILES: C[O:2][C:3]1[C:8]([CH3:9])=[C:7]([CH3:10])[C:6]([O:11]C)=[C:5]([CH3:13])[C:4]=1[CH:14]([C:23]1[CH:24]=[N:25][CH:26]=[CH:27][CH:28]=1)[CH2:15][CH2:16][CH2:17][CH2:18][CH2:19][C:20]([OH:22])=[O:21].C(=O)(O)[O-].[Na+]>Br>[CH3:13][C:5]1[C:6](=[O:11])[C:7]([CH3:10])=[C:8]([CH3:9])[C:3](=[O:2])[C:4]=1[CH:14]([C:23]1[CH:24]=[N:25][CH:26]=[CH:27][CH:28]=1)[CH2:15][CH2:16][CH2:17][CH2:18][CH2:19][C:20]([OH:22])=[O:21] |f:1.2|. Procedure details: 7-(2,5-dimethoxy-3,4,6-trimethylphenyl)-7-(3-pyridyl)heptanoic acid (1.0 g, 2.6 mmol) prepared in the Reference Example 11 was dissolved in 47% aqueous hydrogen bromide (5 ml) and the solution was heated at a reflux temperature for 2 hours. After the reaction was completed, the reaction mixture was cooled. The solution was made alkaline with sodium bicarbonate and the product was extracted with ethylacetate. The extract was washed with water, dried, and evaporated in vacuo. The resulting hydroqu... The reactants are CC(C)(C)OC(=O)N1CCC(C(=O)c2sccc2Br)CC1, Cl, NO, O, c1ccncc1. Yields the product CC(C)(C)OC(=O)N1CCC(C(=NO)c2sccc2Br)CC1. Reaction SMILES: [C:1]([CH3:2])([CH3:3])([CH3:4])[O:5][C:6](=[O:7])[N:8]1[CH2:9][CH2:10][CH:11]([C:14](=[O:15])[c:16]2[s:17][cH:18][cH:19][c:20]2[Br:21])[CH2:12][CH2:13]1.[ClH:22].[NH2:23][OH:24].[OH2:31].[cH:25]1[cH:26][cH:27][n:28][cH:29][cH:30]1>>[C:1]([CH3:2])([CH3:3])([CH3:4])[O:5][C:6](=[O:7])[N:8]1[CH2:9][CH2:10][CH:11]([C:14]([c:16]2[s:17][cH:18][cH:19][c:20]2[Br:21])=[N:23][OH:24])[CH2:12][CH2:13]1. The reactants are [H-].[Na+] (sodium hydride), [Cl-].[NH4+] (ammonium chloride), ClC1=C(C(=NC=N1)N1[C@H](CCC[C@H](C1)C)C)F (1-(6-chloro-5-fluoropyrimidin-4-yl)-cis-2,6-dimethyl-hexahydro-1H-azepine), C(C#CC)O (2-butyn-1-ol). Run in O1CCCC1 (tetrahydrofuran), O1CCCC1 (tetrahydrofuran), O1CCCC1 (tetrahydrofuran). Reaction conditions: time 10 minute. Yields the product C(C#CC)OC1=C(C(=NC=N1)N1[C@H](CCC[C@H](C1)C)C)F (1-(6-(2-butynyloxy)-5-fluoropyrimidin-4-yl)-cis-2,6-dimethyl-hexahydro-1H-azepine). The yield is 106.1%. Reaction SMILES: [H-].[Na+].[CH2:3]([OH:7])[C:4]#[C:5][CH3:6].Cl[C:9]1[N:14]=[CH:13][N:12]=[C:11]([N:15]2[CH2:21][C@H:20]([CH3:22])[CH2:19][CH2:18][CH2:17][C@@H:16]2[CH3:23])[C:10]=1[F:24].[Cl-].[NH4+]>O1CCCC1>[CH2:3]([O:7][C:9]1[N:14]=[CH:13][N:12]=[C:11]([N:15]2[CH2:21][C@H:20]([CH3:22])[CH2:19][CH2:18][CH2:17][C@@H:16]2[CH3:23])[C:10]=1[F:24])[C:4]#[C:5][CH3:6] |f:0.1,4.5|. Reported procedure: 0.10 g of sodium hydride (60% oil suspension) was suspended in 3 ml of tetrahydrofuran. 0.5 ml of tetrahydrofuran solution of 0.15 g of 2-butyn-1-ol was added dropwise at room temperature therein, and the mixture was stirred for 10 minutes. Into the mixture was added dropwise 0.5 ml of tetrahydrofuran solution of 0.30 g of 1-(6-chloro-5-fluoropyrimidin-4-yl)-cis-2,6-dimethyl-hexahydro-1H-azepine at room temperature, and stirred for 8 hours at 70° C. After the reaction mixture was cooled to near ... Starting materials: C(C)OC(\C=C\C(=O)O)=O (Fumaric acid monoethyl ester), CCN=C=NCCCN(C)C.Cl (WSC hydrochloride), ClC=1N=C(NC1CC)C(=O)N[C@@H]1[C@@H](CN(CC1)C(=O)OC(C)(C)C)OC (tert-Butyl cis(±)-4-{[(4-chloro-5-ethyl-1H-imidazol-2-yl)carbonyl]amino}-3-methoxypiperidine-1-carboxylate), Cl (hydrochloric acid), Cl.C(C)(=O)OCC (hydrochloric acid ethyl acetate). The reagents and catalysts are CN(C)C=1C=CN=CC1 (DMAP). The solvent is CO (methanol). Reaction conditions: temperature 70 celsius, time 30 minute. The product is ClC=1N=C(NC1CC)C(=O)N[C@@H]1[C@@H](CN(CC1)C(/C=C/C(=O)OCC)=O)OC (Ethyl cis(±)-(2E)-4-(4-{[(4-chloro-5-ethyl-1H-imidazol-2-yl)carbonyl]amino}-3-methoxypiperidin-1-yl)-4-oxo-2-butenoate). Reaction SMILES: [Cl:1][C:2]1[N:3]=[C:4]([C:9]([NH:11][C@H:12]2[CH2:17][CH2:16][N:15]([C:18]([O:20]C(C)(C)C)=O)[CH2:14][C@H:13]2[O:25][CH3:26])=[O:10])[NH:5][C:6]=1[CH2:7][CH3:8].Cl.C(OCC)(=O)C.[CH2:34]([O:36][C:37](=[O:43])/[CH:38]=[CH:39]/C(O)=O)[CH3:35].CCN=C=NCCCN(C)C.Cl.Cl>CO.CN(C1C=CN=CC=1)C>[Cl:1][C:2]1[N:3]=[C:4]([C:9]([NH:11][C@H:12]2[CH2:17][CH2:16][N:15]([C:18](=[O:20])/[CH:39]=[CH:38]/[C:37]([O:36][CH2:34][CH3:35])=[O:43])[CH2:14][C@H:13]2[O:25][CH3:26])=[O:10])[NH:5][C:6]=1[CH2:7][CH3:8] |f:1.2,4.5|. Procedure: tert-Butyl cis(±)-4-{[(4-chloro-5-ethyl-1H-imidazol-2-yl)carbonyl]amino}-3-methoxypiperidine-1-carboxylate obtained by the method described in Example (1g) (133 mg, 0.34 mmol) was dissolved in methanol (2 mL). A 4 N hydrochloric acid/ethyl acetate solution (4 mL) was added, and the mixture was stirred at 70° C. for 30 minutes. Following concentration under reduced pressure, the residue was dissolved in DMA (5 mL). Fumaric acid monoethyl ester (54.42 mg, 0.38 mmol), WSC hydrochloride (197.41 mg, ... Reactants: ClC1=CC=C(C=C1)C=1OC(=C(N1)COCOC)C(=O)O (2-(4-Chlorophenyl)-4-[(methoxymethoxy)methyl]-1,3-oxazole-5-carboxylic acid), solution, C[Si](C)(C)C=[N+]=[N-] (trimethylsilyldiazomethane). The solvent is CO (methanol), C1(=CC=CC=C1)C (toluene), CCCCCC (hexane). Reaction conditions: time 10 minute. Product: ClC1=CC=C(C=C1)C=1OC(=C(N1)COCOC)C(=O)OC (Methyl 2-(4-chlorophenyl)-4-[(methoxymethoxy)methyl]-1,3-oxazole-5-carboxylate). As a reaction SMILES: [Cl:1][C:2]1[CH:7]=[CH:6][C:5]([C:8]2[O:9][C:10]([C:18]([OH:20])=[O:19])=[C:11]([CH2:13][O:14][CH2:15][O:16][CH3:17])[N:12]=2)=[CH:4][CH:3]=1.[CH3:21][Si](C=[N+]=[N-])(C)C>C1(C)C=CC=CC=1.CO.CCCCCC>[Cl:1][C:2]1[CH:7]=[CH:6][C:5]([C:8]2[O:9][C:10]([C:18]([O:20][CH3:21])=[O:19])=[C:11]([CH2:13][O:14][CH2:15][O:16][CH3:17])[N:12]=2)=[CH:4][CH:3]=1. Procedure details: 138 mg (0.52 mmol) of the compound from Example 42A are dissolved in 3 ml toluene and 2.5 ml of methanol. 0.4 ml (0.79 mmol) of a 2 M solution of trimethylsilyldiazomethane in hexane is then added dropwise. The mixture is stirred at RT for 10 min and the solvent is then removed on a rotary evaporator. The residue is used without further purification in the subsequent reaction. The reactants are COC(=O)C1C(C(CC1)N=[N+]=[N-])C1=CC=C(C=C1)F ((1RS,2RS,3RS)-2-(4-fluorophenyl)-3-azidocyclopentanecarboxylic acid methyl ester), COC1=C(C=O)C=C(C=C1)C1=CSC=C1 (2-methoxy-5-(thiophen-3-yl)benzaldehyde). Yields the product COC(=O)C1C(C(CC1)NCC1=C(C=CC(=C1)C1=CSC=C1)OC)C1=CC=C(C=C1)F ((1RS,2RS ,3RS)-2-(4-Fluorophenyl)-3-((2-methoxy-5-(thiophen-3-yl)phenyl)methylamino)cyclopentanecarboxylic acid methyl ester). As a reaction SMILES: [CH3:1][O:2][C:3]([CH:5]1[CH2:9][CH2:8][CH:7]([N:10]=[N+]=[N-])[CH:6]1[C:13]1[CH:18]=[CH:17][C:16]([F:19])=[CH:15][CH:14]=1)=[O:4].[CH3:20][O:21][C:22]1[CH:29]=[CH:28][C:27]([C:30]2[CH:34]=[CH:33][S:32][CH:31]=2)=[CH:26][C:23]=1[CH:24]=O>>[CH3:1][O:2][C:3]([CH:5]1[CH2:9][CH2:8][CH:7]([NH:10][CH2:24][C:23]2[CH:26]=[C:27]([C:30]3[CH:34]=[CH:33][S:32][CH:31]=3)[CH:28]=[CH:29][C:22]=2[O:21][CH3:20])[CH:6]1[C:13]1[CH:18]=[CH:17][C:16]([F:19])=[CH:15][CH:14]=1)=[O:4]. Procedure: The title compound was prepared by employing the method described in Example 91, Step D with (1RS,2RS,3RS)-2-(4-fluorophenyl)-3-azidocyclopentanecarboxylic acid methyl ester (from Example 89, Step A) and the known 2-methoxy-5-(thiophen-3-yl)benzaldehyde (P. J. Ward, D. R. Armour, D. E. Bays, B. Evans, G. M. P. Giblin, N. Hernon, T. Hubbard, K. Liang, D. Middlemiss, J. Mordaunt, A. Naylor, N. A. Pegg, M. V. Vinder, S. P. Watson, C. Bountra, and D. C. Evans, J. Med. Chem. 1995, 38, 4985-92).